This data is from the Open Reaction Database (ORD), a public repository of structured organic reaction records. The task is: describe an organic reaction: reactants, conditions, products, and yield The reactants are CCCCO, COCCN1CCc2cc(N)c(OC)cc2CC1, CNC(=O)c1ccccc1Nc1nc(Cl)ncc1Br, Cl, C1COCCO1. The product is CNC(=O)c1ccccc1Nc1nc(Nc2cc3c(cc2OC)CCN(CCOC)CC3)ncc1Br. As a reaction SMILES: [CH2:39]([OH:40])[CH2:41][CH2:42][CH3:43].[CH3:20][O:21][c:22]1[c:23]([NH2:37])[cH:24][c:25]2[c:26]([cH:36]1)[CH2:27][CH2:28][N:29]([CH2:32][CH2:33][O:34][CH3:35])[CH2:30][CH2:31]2.[Cl:1][c:2]1[n:3][cH:4][c:5]([Br:19])[c:6]([NH:8][c:9]2[c:10]([C:11](=[O:12])[NH:13][CH3:14])[cH:15][cH:16][cH:17][cH:18]2)[n:7]1.[ClH:38].[O:44]1[CH2:45][CH2:46][O:47][CH2:48][CH2:49]1>>[c:2]1([NH:37][c:23]2[c:22]([O:21][CH3:20])[cH:36][c:26]3[c:25]([cH:24]2)[CH2:31][CH2:30][N:29]([CH2:32][CH2:33][O:34][CH3:35])[CH2:28][CH2:27]3)[n:3][cH:4][c:5]([Br:19])[c:6]([NH:8][c:9]2[c:10]([C:11](=[O:12])[NH:13][CH3:14])[cH:15][cH:16][cH:17][cH:18]2)[n:7]1.